From a dataset of the Open Reaction Database (ORD), a public repository of structured organic reaction records. describe an organic reaction: reactants, conditions, products, and yield Starting materials: BrCc1ccccc1, COC(=O)c1c[nH]c2ccc(Cl)cc12. Yields the product COC(=O)c1cn(Cc2ccccc2)c2ccc(Cl)cc12. As a reaction SMILES: [Br:15][CH2:16][c:17]1[cH:18][cH:19][cH:20][cH:21][cH:22]1.[CH3:1][O:2][C:3](=[O:4])[c:5]1[cH:6][nH:7][c:8]2[cH:9][cH:10][c:11]([Cl:14])[cH:12][c:13]12>>[CH3:1][O:2][C:3](=[O:4])[c:5]1[cH:6][n:7]([CH2:16][c:17]2[cH:18][cH:19][cH:20][cH:21][cH:22]2)[c:8]2[cH:9][cH:10][c:11]([Cl:14])[cH:12][c:13]12. The reactants are CS(C)=O, Cc1cccc(Nc2cscc2CCl)c1Cl, N#C[Na]. Product: Cc1cccc(Nc2cscc2CC#N)c1Cl. RXN SMILES: [CH3:20][S:21]([CH3:22])=[O:23].[Cl:1][CH2:2][c:3]1[cH:4][s:5][cH:6][c:7]1[NH:8][c:9]1[c:10]([Cl:16])[c:11]([CH3:15])[cH:12][cH:13][cH:14]1.[Na:17][C:18]#[N:19]>>[CH2:2]([c:3]1[cH:4][s:5][cH:6][c:7]1[NH:8][c:9]1[c:10]([Cl:16])[c:11]([CH3:15])[cH:12][cH:13][cH:14]1)[C:18]#[N:19]. Starting materials: COc1ccc(N)cn1, O=C(O)c1ccc(C(=O)Nc2ccc(Cl)c(-c3ccccn3)c2)cc1. The product is COc1ccc(NC(=O)c2ccc(C(=O)Nc3ccc(Cl)c(-c4ccccn4)c3)cc2)cn1. As a reaction SMILES: [CH3:26][O:27][c:28]1[n:29][cH:30][c:31]([NH2:34])[cH:32][cH:33]1.[Cl:1][c:2]1[c:3](-[c:20]2[n:21][cH:22][cH:23][cH:24][cH:25]2)[cH:4][c:5]([NH:8][C:9](=[O:10])[c:11]2[cH:12][cH:13][c:14]([C:15](=[O:16])[OH:17])[cH:18][cH:19]2)[cH:6][cH:7]1>>[Cl:1][c:2]1[c:3](-[c:20]2[n:21][cH:22][cH:23][cH:24][cH:25]2)[cH:4][c:5]([NH:8][C:9](=[O:10])[c:11]2[cH:12][cH:13][c:14]([C:15](=[O:16])[NH:34][c:31]3[cH:30][n:29][c:28]([O:27][CH3:26])[cH:33][cH:32]3)[cH:18][cH:19]2)[cH:6][cH:7]1. The reactants are BrC1=CC(=C(C=C1)S(=O)(=O)Cl)Cl (4-bromo-2-chlorobenzene-1-sulfonyl chloride), ferric chloride, C1=CC=CC=C1 (benzene), CCO (EtOH). Run in O (water). The product is BrC1=CC(=C(C=C1)S(=O)(=O)C1=CC=CC=C1)Cl (4-bromo-2-chloro-1-(phenylsulfonyl)benzene). RXN SMILES: [Br:1][C:2]1[CH:7]=[CH:6][C:5]([S:8](Cl)(=[O:10])=[O:9])=[C:4]([Cl:12])[CH:3]=1.[CH:13]1[CH:18]=[CH:17][CH:16]=[CH:15][CH:14]=1.CCO>O>[Br:1][C:2]1[CH:7]=[CH:6][C:5]([S:8]([C:13]2[CH:18]=[CH:17][CH:16]=[CH:15][CH:14]=2)(=[O:10])=[O:9])=[C:4]([Cl:12])[CH:3]=1. Procedure details: A 500 mL round-bottomed flask was charged with 4-bromo-2-chlorobenzene-1-sulfonyl chloride (10.0 g, 34.5 mmol, Sigma-Aldrich, St. Louis, Mo.), ferric chloride (2.80 g, 17.2 mmol), and 200 mL of benzene. The mixture was heated at reflux for 12 h then diluted with water (100 mL) and extracted with CH2Cl2 (2×300 mL). The combined organic layers were dried (MgSO4) and concentrated to give a brown solid that was slurried with EtOH (100 mL) to give 4-bromo-2-chloro-1-(phenylsulfonyl)benzene (7.50 g). The product is ClC1=NC(=C2N(C=NC2=N1)CC)Cl (2,6-dichloro-7-ethyl-7H-purine), ClC1=NC(=C2N=CN(C2=N1)CC)Cl (2,6-dichloro-9-ethyl-9H-purine). Conditions: time 0.5 hour. As a reaction SMILES: [Cl:1][C:2]1[N:10]=[C:9]2[C:5]([NH:6][CH:7]=[N:8]2)=[C:4]([Cl:11])[N:3]=1.[H-].[Na+].[CH2:14](I)[CH3:15]>CN(C=O)C.C(OCC)(=O)C>[Cl:1][C:2]1[N:10]=[C:9]2[C:5]([N:6]([CH2:14][CH3:15])[CH:7]=[N:8]2)=[C:4]([Cl:11])[N:3]=1.[Cl:1][C:2]1[N:10]=[C:9]2[C:5]([N:6]=[CH:7][N:8]2[CH2:14][CH3:15])=[C:4]([Cl:11])[N:3]=1 |f:1.2|. The solvent is CN(C)C=O (DMF), C(C)(=O)OCC (ethyl acetate). Procedure details: 1.0 g (5.29 mmol) of 2,6-dichloro-purine is dissolved in DMF (20 ml) and treated with 152 mg (80%, 5.3 mmol) of sodium hydride and the mixture is stirred at RT for 0.5 hours. After addition of 0.42 ml (5.3 mmol) of ethyl iodide, the mixture is stirred at 70° C. for 3 hours, diluted with ethyl acetate (100 ml) and extracted with concentrated brine. The organic phase is dried (sodium sulfate) and concentrated and the residue is chromatographed (silica gel, methylene chloride:methanol=19:1). An oil... Reactants: ClC1=NC(=C2NC=NC2=N1)Cl (2,6-dichloro-purine), C(C)I (ethyl iodide), [H-].[Na+] (sodium hydride). Reactants: ClC1=C(C=CC=C1)C1=CC(=C(C(=N1)OC)[N+](=O)[O-])N (6-(2-chloro-phenyl)-2-methoxy-3-nitro-pyridin-4-ylamine), [H-].[Na+] (NaH), C(C)(C)(C)C=1C(=C(N(N1)C)C(=O)O)Cl (5-tert-Butyl-4-chloro-2-methyl-2H-pyrazole-3-carboxylic acid), C(C(=O)Cl)(=O)Cl (oxalyl chloride). The solvent is C1CCOC1 (THF), C(Cl)Cl (DCM), CN(C)C=O (DMF). Conditions: time 1 hour. The product is ClC1=C(C=CC=C1)C1=CC(=C(C(=N1)OC)[N+](=O)[O-])NC(=O)C=1N(N=C(C1Cl)C(C)(C)C)C (5-tert-butyl-4-chloro-2-methyl-2H-pyrazole-3-carboxylic acid [6-(2-chloro-phenyl)-2-methoxy-3-nitro-pyridin-4-yl]-amide). Reaction SMILES: [Cl:1][C:2]1[CH:7]=[CH:6][CH:5]=[CH:4][C:3]=1[C:8]1[N:13]=[C:12]([O:14][CH3:15])[C:11]([N+:16]([O-:18])=[O:17])=[C:10]([NH2:19])[CH:9]=1.[H-].[Na+].[C:22]([C:26]1[C:27]([Cl:35])=[C:28]([C:32](O)=[O:33])[N:29]([CH3:31])[N:30]=1)([CH3:25])([CH3:24])[CH3:23].C(Cl)(=O)C(Cl)=O>C1COCC1.C(Cl)Cl.CN(C=O)C>[Cl:1][C:2]1[CH:7]=[CH:6][CH:5]=[CH:4][C:3]=1[C:8]1[N:13]=[C:12]([O:14][CH3:15])[C:11]([N+:16]([O-:18])=[O:17])=[C:10]([NH:19][C:32]([C:28]2[N:29]([CH3:31])[N:30]=[C:26]([C:22]([CH3:24])([CH3:23])[CH3:25])[C:27]=2[Cl:35])=[O:33])[CH:9]=1 |f:1.2|. Procedure details: A solution of 6-(2-chloro-phenyl)-2-methoxy-3-nitro-pyridin-4-ylamine (8.10 g, 29.0 mmol, prepared as described in the previous step) in THF (200 mL) was treated with NaH (3.47 g, 86.8 mmol, 60% dispersion in oil) at 0° C. for 1 h. Simultaneously a solution of 5-tert-butyl-4-chloro-2-methyl-2H-pyrazole-3-carboxylic acid (6.90 g, 31.8 mmol, prepared as described in Example B) in DCM (200 mL) was treated with oxalyl chloride (3.2 mL, 36 mmol) and DMF (50 μL) at 0° C. and stirred at room temperatur...